From a dataset of the Open Reaction Database (ORD), a public repository of structured organic reaction records. describe an organic reaction: reactants, conditions, products, and yield Reactants: COC(C)(C)C, COc1cc2oc(=O)c(CCOS(C)(=O)=O)c(C)c2c(OC)c1OC, CC(C)O, c1ccc(C2CCNCC2)cc1. Product: COc1cc2oc(=O)c(CCN3CCC(c4ccccc4)CC3)c(C)c2c(OC)c1OC. Reaction SMILES: [C:38]([O:39][CH3:40])([CH3:41])([CH3:42])[CH3:43].[CH3:1][S:2]([O:3][CH2:6][CH2:7][c:8]1[c:9](=[O:25])[o:10][c:11]2[c:12]([c:13]1[CH3:14])[c:15]([O:23][CH3:24])[c:16]([O:21][CH3:22])[c:17]([O:19][CH3:20])[cH:18]2)(=[O:4])=[O:5].[CH:44]([OH:45])([CH3:46])[CH3:47].[c:26]1([CH:32]2[CH2:33][CH2:34][NH:35][CH2:36][CH2:37]2)[cH:27][cH:28][cH:29][cH:30][cH:31]1>>[CH2:6]([CH2:7][c:8]1[c:9](=[O:25])[o:10][c:11]2[c:12]([c:13]1[CH3:14])[c:15]([O:23][CH3:24])[c:16]([O:21][CH3:22])[c:17]([O:19][CH3:20])[cH:18]2)[N:35]1[CH2:34][CH2:33][CH:32]([c:26]2[cH:27][cH:28][cH:29][cH:30][cH:31]2)[CH2:37][CH2:36]1. The reactants are FC1=C2C(=C3CCC(OC3=C1F)CCC)C=C(O2)C (4,5-difluoro-2-methyl-7-propyl-8,9-dihydro-7H-furo-[3,2-f]chromene). Reagents/catalysts: [Pd] (Pd/C). Solvent: C1CCOC1 (THF). Product: FC1=C2C(=C3CCC(OC3=C1F)CCC)CC(O2)C (4,5-difluoro-2-methyl-7-propyl-1,7,8,9-tetrahydro-2H-furo[3,2-f]chromene). As a reaction SMILES: [F:1][C:2]1[C:11]([F:12])=[C:10]2[C:5]([CH2:6][CH2:7][CH:8]([CH2:13][CH2:14][CH3:15])[O:9]2)=[C:4]2[CH:16]=[C:17]([CH3:19])[O:18][C:3]=12>C1COCC1.[Pd]>[F:1][C:2]1[C:11]([F:12])=[C:10]2[C:5]([CH2:6][CH2:7][CH:8]([CH2:13][CH2:14][CH3:15])[O:9]2)=[C:4]2[CH2:16][CH:17]([CH3:19])[O:18][C:3]=12. Procedure: 2.0 g (7.51 mmol) of 4,5-difluoro-2-methyl-7-propyl-8,9-dihydro-7H-furo-[3,2-f]chromene are hydrogenated for 18 h at elevated temperature in THF using elemental hydrogen in the presence of Pd/C (5% Pd). The reaction soln. is concentrated to dryness, and the residue is purified by column chromatography (SiO2, 1-chlorobutane), giving 4,5-difluoro-2-methyl-7-propyl-1,7,8,9-tetrahydro-2H-furo[3,2-f]chromene as a colourless solid having an m.p. of 87° C. (Δ∈=−10.1). Reactants: CC(Cc1ccc(N2CC(=O)NS2(=O)=O)c(OCc2ccccc2)c1)C(=O)c1ccccc1, CCO, [K], O. The product is CC(Cc1ccc(N2CC(=O)NS2(=O)=O)c(O)c1)C(=O)c1ccccc1. Reaction SMILES: [CH2:2]([c:3]1[cH:4][cH:5][cH:6][cH:7][cH:8]1)[O:9][c:10]1[c:11]([N:27]2[CH2:28][C:29](=[O:34])[NH:30][S:31]2(=[O:32])=[O:33])[cH:12][cH:13][c:14]([CH2:16][CH:17]([C:18]([c:19]2[cH:20][cH:21][cH:22][cH:23][cH:24]2)=[O:25])[CH3:26])[cH:15]1.[CH3:35][CH2:36][OH:37].[K:1].[OH2:38]>>[OH:9][c:10]1[c:11]([N:27]2[CH2:28][C:29](=[O:34])[NH:30][S:31]2(=[O:32])=[O:33])[cH:12][cH:13][c:14]([CH2:16][CH:17]([C:18]([c:19]2[cH:20][cH:21][cH:22][cH:23][cH:24]2)=[O:25])[CH3:26])[cH:15]1. The reactants are ClC1=NN2C(C(=N1)N(CC1=CC=C(C=C1)OC)C1CC1)=NC=C2C#N (2-chloro-4-(cyclopropyl(4-methoxybenzyl)amino)imidazo[2,1-f][1,2,4]triazine-7-carbonitrile), NC=1C(=CC(=C(C#N)C1)CCC=O)Cl (5-amino-4-chloro-2-(3-oxopropyl)benzonitrile), CC1(C2=C(C(=CC=C2)P(C3=CC=CC=C3)C4=CC=CC=C4)OC5=C(C=CC=C51)P(C6=CC=CC=C6)C7=CC=CC=C7)C (Xantphos), C([O-])([O-])=O.[Cs+].[Cs+] (cesium carbonate). The reagents and catalysts are C(C)(=O)[O-].[Pd+2].C(C)(=O)[O-] (palladium(II) acetate), C1=CC=C(C=C1)P([C-]2C=CC=C2)C3=CC=CC=C3.C1=CC=C(C=C1)P([C-]2C=CC=C2)C3=CC=CC=C3.[Fe+2] (DPPF). Run in O1CCOCC1 (dioxane). Conditions: temperature 100 celsius. Yields the product ClC1=C(C=C(C(=C1)CCC=O)C#N)NC1=NN2C(C(=N1)N(CC1=CC=C(C=C1)OC)C1CC1)=NC=C2C#N (2-((2-chloro-5-cyano-4-(3-oxopropyl)phenyl)amino)-4-(cyclopropyl(4-methoxybenzyl)amino)imidazo[2,1-f][1,2,4]triazine-7-carbonitrile). The yield is 19.4%. Reaction SMILES: Cl[C:2]1[N:7]=[C:6]([N:8]([CH:18]2[CH2:20][CH2:19]2)[CH2:9][C:10]2[CH:15]=[CH:14][C:13]([O:16][CH3:17])=[CH:12][CH:11]=2)[C:5]2=[N:21][CH:22]=[C:23]([C:24]#[N:25])[N:4]2[N:3]=1.[NH2:26][C:27]1[C:28]([Cl:39])=[CH:29][C:30]([CH2:35][CH2:36][CH:37]=[O:38])=[C:31]([CH:34]=1)[C:32]#[N:33].CC1(C)C2C(=C(P(C3C=CC=CC=3)C3C=CC=CC=3)C=CC=2)OC2C(P(C3C=CC=CC=3)C3C=CC=CC=3)=CC=CC1=2.C(=O)([O-])[O-].[Cs+].[Cs+]>C([O-])(=O)C.[Pd+2].C([O-])(=O)C.C1C=CC(P(C2C=CC=CC=2)[C-]2C=CC=C2)=CC=1.C1C=CC(P(C2C=CC=CC=2)[C-]2C=CC=C2)=CC=1.[Fe+2].O1CCOCC1>[Cl:39][C:28]1[CH:29]=[C:30]([CH2:35][CH2:36][CH:37]=[O:38])[C:31]([C:32]#[N:33])=[CH:34][C:27]=1[NH:26][C:2]1[N:7]=[C:6]([N:8]([CH:18]2[CH2:20][CH2:19]2)[CH2:9][C:10]2[CH:15]=[CH:14][C:13]([O:16][CH3:17])=[CH:12][CH:11]=2)[C:5]2=[N:21][CH:22]=[C:23]([C:24]#[N:25])[N:4]2[N:3]=1 |f:3.4.5,6.7.8,9.10.11|. Reported procedure: 2-chloro-4-(cyclopropyl(4-methoxybenzyl)amino)imidazo[2,1-f][1,2,4]triazine-7-carbonitrile (170 mg, 0.479 mmol), 5-amino-4-chloro-2-(3-oxopropyl)benzonitrile (100 mg, 0.479 mmol, Example 566A), palladium(II) acetate (32.3 mg, 0.144 mmol), DPPF (26.6 mg, 0.048 mmol), Xantphos (27.7 mg, 0.048 mmol), and cesium carbonate (312 mg, 0.958 mmol) were combined in a 50 ml round bottom flask and dioxane (4 mL) was added. The flask was evacuated and backfilled with N2 3×, then heated at 100° C. for 2 h. Th...